From a dataset of the Open Reaction Database (ORD), a public repository of structured organic reaction records. describe an organic reaction: reactants, conditions, products, and yield Reactants: BrC1=C(C(=O)O)C=CC=C1 (2-bromobenzoic acid), C(CCC)[Li] (n-butyllithium), C1COC2(CCC(CC2)=O)O1 (1,4-cyclohexanedione monoethylene ketal). Solvent: O1CCCC1 (tetrahydrofuran), O1CCCC1 (tetrahydrofuran). Reaction conditions: time 1 hour. Product: C12(OC(C3=CC=CC=C13)=O)CCC(CC2)=O (spiro[cyclohexane-1,1′(3′H)-isobenzofuran]-3′,4-dione). Yield: 47.2%. RXN SMILES: Br[C:2]1[CH:10]=[CH:9][CH:8]=[CH:7][C:3]=1[C:4]([OH:6])=[O:5].C([Li])CCC.C1O[C:19]2([CH2:24][CH2:23][C:22](=O)[CH2:21][CH2:20]2)[O:18]C1>O1CCCC1>[C:22]12([CH2:23][CH2:24][C:19](=[O:18])[CH2:20][CH2:21]1)[C:2]1[C:3](=[CH:7][CH:8]=[CH:9][CH:10]=1)[C:4](=[O:5])[O:6]2. Procedure: A solution of 2-bromobenzoic acid (4.77 g) in anhydrous tetrahydrofuran (100 mL) was cooled to −78° C. under an atmosphere of nitrogen, to which n-butyllithium (1.53M solution in hexane, 31 mL) was dropwise added while being kept the internal temperature below −55° C. After being stirred for 1 hour, a solution of 1,4-cyclohexanedione monoethylene ketal (5.18 g) in anhydrous tetrahydrofuran (10 mL) was added dropwise to the mixture while being kept the internal temperature below −67° C. After the...